Dataset: the Open Reaction Database (ORD), a public repository of structured organic reaction records. Task: describe an organic reaction: reactants, conditions, products, and yield Reactants: C(=C)C1=NC=NC(=C1)C=C (4,6-divinylpyrimidine), CC1=NC=NC(=C1)C (4,6-dimethylpyrimidine), Cl.CNC (dimethylamine hydrochloride), C=O (formaldehyde). Run in O (water). Yields the product CN(C)CCC1=NC=NC(=C1)CCN(C)C (4,6-bis(dimethylaminoethyl)pyrimidine). Reaction SMILES: [CH:1]([C:3]1[CH:8]=[C:7]([CH:9]=[CH2:10])[N:6]=[CH:5][N:4]=1)=[CH2:2].CC1C=[C:16](C)[N:15]=[CH:14]N=1.Cl.[CH3:20][NH:21][CH3:22].C=O>O>[CH3:20][N:21]([CH2:2][CH2:1][C:3]1[CH:8]=[C:7]([CH2:9][CH2:10][N:15]([CH3:14])[CH3:16])[N:6]=[CH:5][N:4]=1)[CH3:22] |f:2.3|. Procedure details: The compound 4,6-divinylpyrimidine is miscible with water and can be prepared according to the synthetic scheme illustrated in FIG. 1. As shown, in a two-step process, 4,6-dimethylpyrimidine is reacted with dimethylamine hydrochloride and formaldehyde to provide the corresponding 4,6-bis(dimethylaminoethyl)pyrimidine. This dimethylaminoethyl compound is methylated and deaminated in the presence of a base to provide the desired 4,6-divinylpyrimidine. The reactants are CN(C)C[C@H]1CCCC[C@@]1(C2=CC(=CC=C2)OC)O ((+)-tramadol), CN(C)C[C@@H]1CCCC[C@]1(C2=CC(=CC=C2)OC)O ((-)-tramadol). Solvent: CCO (EtOH). Yields the product CN(C)C[C@H]1CCCC[C@@]1(C=2C=CC=C(C2)O)O (O-desmethyl tramadol). As a reaction SMILES: [CH3:1][N:2]([CH2:4][C@@H:5]1[C@@:10]([OH:19])([C:11]2[CH:16]=[CH:15][CH:14]=[C:13]([O:17]C)[CH:12]=2)[CH2:9][CH2:8][CH2:7][CH2:6]1)[CH3:3].CN(C[C@H]1[C@](O)(C2C=CC=C(OC)C=2)CCCC1)C>CCO>[CH3:3][N:2]([CH2:4][C@@H:5]1[C@@:10]([OH:19])([C:11]2[CH:16]=[CH:15][CH:14]=[C:13]([OH:17])[CH:12]=2)[CH2:9][CH2:8][CH2:7][CH2:6]1)[CH3:1]. Procedure details: To prepare the (+) enantiomer of the title compound, the reaction was run under the same conditions except that (+)-tramadol as the free base was used instead of the (-)-tramadol to yield 2.8 g of the (+) enantiomer of O-desmethyl tramadol (mp. 242°-3° C.) [α]D25 =+32.2 (C=1, EtOH). The reactants are C(C)(=O)OCC (Ethyl acetate), COC(CC1=CC2=CC=C(C=C2C(=C1C)OS(=O)(=O)C(F)(F)F)Cl)=O ((6-chloro-3-methyl-4-trifluoromethanesulfonyloxy-naphthalen-2-yl)-acetic acid methyl ester), [N+](=O)([O-])C1=CC=C(C=C1)B(O)O (4-nitrophenylboronic acid), C([O-])([O-])=O.[Cs+].[Cs+] (cesium carbonate). The reagents and catalysts are C1=CC=C(C=C1)P([C-]2C=CC=C2)C3=CC=CC=C3.C1=CC=C(C=C1)P([C-]2C=CC=C2)C3=CC=CC=C3.Cl[Pd]Cl.[Fe+2] ([1,1′-bis(diphenylphosphino)ferrocene]dichloropalladium(II)). Solvent: C(OC)COC (dimethoxyethane). Yields the product COC(CC1=CC2=CC=C(C=C2C(=C1C)C1=CC=C(C=C1)[N+](=O)[O-])Cl)=O ([6-chloro-3-methyl-4-(4-nitro-phenyl)-naphthalen-2-yl]-acetic acid methyl ester). Isolated yield 74.6%. As a reaction SMILES: [CH3:1][O:2][C:3](=[O:25])[CH2:4][C:5]1[C:14]([CH3:15])=[C:13](OS(C(F)(F)F)(=O)=O)[C:12]2[C:7](=[CH:8][CH:9]=[C:10]([Cl:24])[CH:11]=2)[CH:6]=1.[N+:26]([C:29]1[CH:34]=[CH:33][C:32](B(O)O)=[CH:31][CH:30]=1)([O-:28])=[O:27].C(=O)([O-])[O-].[Cs+].[Cs+].C(OCC)(=O)C>C(COC)OC.C1C=CC(P(C2C=CC=CC=2)[C-]2C=CC=C2)=CC=1.C1C=CC(P(C2C=CC=CC=2)[C-]2C=CC=C2)=CC=1.Cl[Pd]Cl.[Fe+2]>[CH3:1][O:2][C:3](=[O:25])[CH2:4][C:5]1[C:14]([CH3:15])=[C:13]([C:32]2[CH:33]=[CH:34][C:29]([N+:26]([O-:28])=[O:27])=[CH:30][CH:31]=2)[C:12]2[C:7](=[CH:8][CH:9]=[C:10]([Cl:24])[CH:11]=2)[CH:6]=1 |f:2.3.4,7.8.9.10|. Reported procedure: To a mixture of (6-chloro-3-methyl-4-trifluoromethanesulfonyloxy-naphthalen-2-yl)-acetic acid methyl ester (200 mg, 0.5 mmol), 4-nitrophenylboronic acid (170 mg, 1.1 mmol) and cesium carbonate (331 mg, 1 mmol) in dimethoxyethane (3 mL) was added [1,1′-bis(diphenylphosphino)ferrocene]dichloropalladium(II) (55.3 mg, 0.07 mmol) at room temperature under nitrogen. The resulting mixture was reacted using a microwave reactor (Personal Chemistry) at 120° C. for 30 minutes. Ethyl acetate (10 mL) was add... Starting materials: COC(=O)COc1ccc2cc(C(C)C(=O)OC)ccc2c1, CC(C)=O, COC(=O)C(C)Cl, [I-], [K+], [K+], [Na+], O=C([O-])[O-]. Product: COC(=O)C(C)Oc1ccc2cc(C(C)C(=O)OC)ccc2c1. Reaction SMILES: [CH3:1][O:2][C:3]([CH:4]([CH3:5])[c:6]1[cH:7][c:8]2[cH:9][cH:10][c:11]([O:16][CH2:17][C:18](=[O:19])[O:20][CH3:21])[cH:12][c:13]2[cH:14][cH:15]1)=[O:22].[CH3:38][C:39](=[O:40])[CH3:41].[Cl:31][CH:32]([CH3:33])[C:34]([O:35][CH3:36])=[O:37].[I-:30].[K+:23].[K+:24].[Na+:29].[O-:25][C:26]([O-:27])=[O:28]>>[CH3:1][O:2][C:3]([CH:4]([CH3:5])[c:6]1[cH:7][c:8]2[cH:9][cH:10][c:11]([O:16][CH:17]([C:18](=[O:19])[O:20][CH3:21])[CH3:26])[cH:12][c:13]2[cH:14][cH:15]1)=[O:22]. Reactants: C(C)(=O)[O-].[Na+] (Sodium acetate), FC(OC1=CC=C(C=C1)N1N=C(N=C1)C1=CC=C(C=C1)CCCN)(F)F (3-(4-(1-(4-(trifluoromethoxy)phenyl)-1H-1,2,4-triazol-3-yl)phenyl)propan-1-amine), CC=1C=CC(=C(C1)NC(=S)N)CCC (1-(5-methyl-2-propylphenyl)thiourea). The product is CC=1C=CC(=C(C1)NC(=S)NC(=O)NCCCC1=CC=C(C=C1)C1=NN(C=N1)C1=CC=C(C=C1)OC(F)(F)F)CCC (1-[(5-methyl-2-propyl-phenyl)carbamothioyl]-3-[3-[4-[1-[4-(trifluoromethoxy)phenyl]-1H-1,2,4-triazol-3-yl]phenyl]propyl]urea), solid. The yield is 35.0%. RXN SMILES: [F:1][C:2]([F:26])([F:25])[O:3][C:4]1[CH:9]=[CH:8][C:7]([N:10]2[CH:14]=[N:13][C:12]([C:15]3[CH:20]=[CH:19][C:18]([CH2:21][CH2:22][CH2:23][NH2:24])=[CH:17][CH:16]=3)=[N:11]2)=[CH:6][CH:5]=1.[CH3:27][C:28]1[CH:29]=[CH:30][C:31]([CH2:38][CH2:39][CH3:40])=[C:32]([NH:34][C:35]([NH2:37])=[S:36])[CH:33]=1.[C:41]([O-])(=[O:43])C.[Na+]>>[CH3:27][C:28]1[CH:29]=[CH:30][C:31]([CH2:38][CH2:39][CH3:40])=[C:32]([NH:34][C:35]([NH:37][C:41]([NH:24][CH2:23][CH2:22][CH2:21][C:18]2[CH:19]=[CH:20][C:15]([C:12]3[N:13]=[CH:14][N:10]([C:7]4[CH:6]=[CH:5][C:4]([O:3][C:2]([F:1])([F:25])[F:26])=[CH:9][CH:8]=4)[N:11]=3)=[CH:16][CH:17]=2)=[O:43])=[S:36])[CH:33]=1 |f:2.3|. Reported procedure: The title compound was prepared as described in Example 63 using 3-(4-(1-(4-(trifluoromethoxy)phenyl)-1H-1,2,4-triazol-3-yl)phenyl)propan-1-amine (C60) and 1-(5-methyl-2-propylphenyl)thiourea (CA38). Sodium acetate was used in place of sodium bicarbonate. The title compound was isolated as a white solid (0.111 g, 35%): 1H NMR (400 MHz, DMSO-d6) δ 12.01 (s, 1H), 10.04 (s, 1H), 9.39 (s, 1H), 8.14-7.98 (m, 4H), 7.62 (d, J=8.6 Hz, 2H), 7.45-7.33 (m, 3H), 7.14 (d, J=7.8 Hz, 1H), 7.09 (t, J=5.7 Hz, 1H... Starting materials: C1(=CC=CC=C1)P(C1=CC=CC=C1)C1=CC=CC=C1 (triphenylphosphine), C([O-])(O)=O.[Na+] (sodium bicarbonate), Cl (hydrochloric acid), BrC=1C=NC(=NC1)C1=CC=CC=C1 (5-bromo-2-phenylpyrimidine), C(CCC)[Sn](C(=C)OCC)(CCCC)CCCC (tributyl(1-ethoxyvinyl)tin). Reagents/catalysts: C(C)(=O)[O-].[Pd+2].C(C)(=O)[O-] (palladium(II) acetate). Solvent: O1CCOCC1 (1,4-dioxane), O1CCOCC1 (1,4-dioxane). Run at temperature 80 celsius. The product is C1(=CC=CC=C1)C1=NC=C(C=N1)C(C)=O (1-(2-phenylpyrimidin-5-yl)ethanone). Yield: 33.8%. As a reaction SMILES: C1(P(C2C=CC=CC=2)C2C=CC=CC=2)C=CC=CC=1.Br[C:21]1[CH:22]=[N:23][C:24]([C:27]2[CH:32]=[CH:31][CH:30]=[CH:29][CH:28]=2)=[N:25][CH:26]=1.C([Sn](CCCC)(CCCC)[C:38]([O:40]CC)=[CH2:39])CCC.Cl.C(=O)(O)[O-].[Na+]>O1CCOCC1.C([O-])(=O)C.[Pd+2].C([O-])(=O)C>[C:27]1([C:24]2[N:23]=[CH:22][C:21]([C:38](=[O:40])[CH3:39])=[CH:26][N:25]=2)[CH:32]=[CH:31][CH:30]=[CH:29][CH:28]=1 |f:4.5,7.8.9|. Reported procedure: A stirring mixture consisting of palladium(II) acetate (215 mg, 0.32 mmol) and triphenylphosphine (335 mg, 1.28 mmol) in 1,4-dioxane (25 mL) was heated at 80° C. for 30 minutes. The dark reaction mixture was cooled to room temperature, and to this reaction mixture was added a solution consisting of 5-bromo-2-phenylpyrimidine (Example 1A, 3.0 g, 13 mmol) and tributyl(1-ethoxyvinyl)tin (4.74 mL, 14.0 mmol) in 1,4-dioxane (63 mL). The reaction mixture was stirred and heated at 75° C. overnight and ...